From a dataset of the Open Reaction Database (ORD), a public repository of structured organic reaction records. describe an organic reaction: reactants, conditions, products, and yield The reactants are ClC1=CC=C(C=C1)SCCCCOC1=CC2=C(C(OC(N2)=O)(C)C)C=C1 (7-[4-(4-chlorophenylmercapto)-butoxy]-4,4-dimethyl-4H-3,1-benzoxazin-2-one), OO (hydrogen peroxide). Product: ClC1=CC=C(C=C1)S(=O)CCCCOC1=CC2=C(C(OC(N2)=O)(C)C)C=C1 (7-[4-(4-Chloro-phenylsulfinyl)-butoxy]-4,4-dimethyl-4H-3,1-benzoxazin-2-one). As a reaction SMILES: [Cl:1][C:2]1[CH:7]=[CH:6][C:5]([S:8][CH2:9][CH2:10][CH2:11][CH2:12][O:13][C:14]2[CH:26]=[CH:25][C:17]3[C:18]([CH3:24])([CH3:23])[O:19][C:20](=[O:22])[NH:21][C:16]=3[CH:15]=2)=[CH:4][CH:3]=1.[OH:27]O>>[Cl:1][C:2]1[CH:7]=[CH:6][C:5]([S:8]([CH2:9][CH2:10][CH2:11][CH2:12][O:13][C:14]2[CH:26]=[CH:25][C:17]3[C:18]([CH3:23])([CH3:24])[O:19][C:20](=[O:22])[NH:21][C:16]=3[CH:15]=2)=[O:27])=[CH:4][CH:3]=1. Reported procedure: Prepared analogously to Example 2 from 7-[4-(4-chlorophenylmercapto)-butoxy]-4,4-dimethyl-4H-3,1-benzoxazin-2-one and hydrogen peroxide. Reactants: OC1=NC=CC=C1O (2,3-dihydroxypyridine), COC1=CC=C(N)C=C1 (p-methoxyaniline), S(=O)(=O)(O)NC1=CC=C(N)C=C1 (p-sulfoaminoaniline), NaIO3, O.CC(=O)C (water acetone). Reaction conditions: time 4 hour. The product is COC1=CC=C(C=C1)NC1=CC(C(N=C1NC1=CC=C(C=C1)OC)=O)=O (5,6-di(p-methoxyphenylamino)-2,3-pyridindione), S(=O)(=O)(O)NC1=CC=C(C=C1)NC1=CC(C(N=C1NC1=CC=C(C=C1)NS(=O)(=O)O)=O)=O (5,6-di(p-sulfoaminophenylamino)-2,3-pyridindione). Reaction SMILES: [OH:1][C:2]1[C:7]([OH:8])=[CH:6][CH:5]=[CH:4][N:3]=1.[CH3:9][O:10][C:11]1[CH:17]=[CH:16][C:14]([NH2:15])=[CH:13][CH:12]=1.[S:18]([NH:22][C:23]1[CH:29]=[CH:28][C:26]([NH2:27])=[CH:25][CH:24]=1)([OH:21])(=[O:20])=[O:19].[OH2:30].C[C:32](C)=[O:33]>>[CH3:9][O:10][C:11]1[CH:17]=[CH:16][C:14]([NH:15][C:5]2[C:4]([NH:22][C:23]3[CH:29]=[CH:28][C:26]([O:33][CH3:32])=[CH:25][CH:24]=3)=[N:3][C:2](=[O:1])[C:7](=[O:8])[CH:6]=2)=[CH:13][CH:12]=1.[S:18]([NH:22][C:11]1[CH:17]=[CH:16][C:14]([NH:15][C:5]2[C:4]([NH:27][C:26]3[CH:28]=[CH:29][C:23]([NH:22][S:18]([OH:21])(=[O:19])=[O:20])=[CH:24][CH:25]=3)=[N:3][C:2](=[O:1])[C:7](=[O:8])[CH:6]=2)=[CH:13][CH:12]=1)([OH:20])(=[O:19])=[O:30] |f:3.4|. Reported procedure: 2,3-dihydroxypyridine (0.0021 Mol), p-methoxyaniline (0.0027 mol), p-sulfoaminoaniline (0.0027 mol) and NaIO3 (0.0009 mol) were dissolved in 160 ml of water/acetone (80:1, v/v) solvent. The reaction mixture was stirred for 4 hours, and maintained still overnight. 5-p-methoxyphenylamino-6-(p-sulfoaminophenylamino)-2,3-pyridindione and 6-p-methoxyphenylamino-5-(p-sulfoaminophenylamino)-2,3-pyridindione were purified by passing the filtered reaction mixture through a silica gel column (100-200 mesh... RXN SMILES: [Br:1][CH2:2][CH2:3][NH:4][C:5]([O:6][CH2:7][CH3:8])=[O:9].[C:26](=[O:27])([O-:28])[OH:29].[CH3:31][CH2:32][OH:33].[NH:10]1[CH2:11][CH2:12][CH:13]([n:16]2[c:17](=[O:25])[nH:18][c:19]3[c:20]2[cH:21][cH:22][cH:23][cH:24]3)[CH2:14][CH2:15]1.[Na+:30]>>[CH2:2]([CH2:3][NH:4][C:5]([O:6][CH2:7][CH3:8])=[O:9])[N:10]1[CH2:11][CH2:12][CH:13]([n:16]2[c:17](=[O:25])[nH:18][c:19]3[c:20]2[cH:21][cH:22][cH:23][cH:24]3)[CH2:14][CH2:15]1. Product: CCOC(=O)NCCN1CCC(n2c(=O)[nH]c3ccccc32)CC1. Starting materials: CCOC(=O)NCCBr, O=C([O-])O, CCO, O=c1[nH]c2ccccc2n1C1CCNCC1, [Na+]. The reactants are C(C)(C)C1(O[C@@H](C[C@H](O1)C)C)OC (2-isopropyl-2-methoxy-4(R),6(R)-dimethyl-1,3-dioxane), CC(C)([O-])C.[Al+3].CC(C)([O-])C.CC(C)([O-])C (aluminum tert. butoxide). Run at temperature 180 celsius. The product is C(C)(C)=C1O[C@@H](C[C@H](O1)C)C (2-isopropylidene-4(R),6(R)-dimethyl-1,3-dioxane). Yield: 65.0%. RXN SMILES: [CH:1]([C:4]1(OC)[O:9][C@H:8]([CH3:10])[CH2:7][C@@H:6]([CH3:11])[O:5]1)([CH3:3])[CH3:2].CC(C)([O-])C.[Al+3].CC(C)([O-])C.CC(C)([O-])C>>[C:1](=[C:4]1[O:5][C@H:6]([CH3:11])[CH2:7][C@@H:8]([CH3:10])[O:9]1)([CH3:3])[CH3:2] |f:1.2.3.4|. Procedure details: To 3.8 g (20.2 mmol) of 2-isopropyl-2-methoxy-4(R),6(R)-dimethyl-1,3-dioxane was added 4.97 g (20.2 mmol) of aluminum tert. butoxide and the resulting mixture was heated to 180° C. under nitrogen (over a 30 min. period) and maintained at this temperature for one hour while distilling tert. butanol formed. The residue was cooled and distilled (directly from the reaction flask) to afford 2.05 g (65%) of 2-isopropylidene-4(R),6(R)-dimethyl-1,3-dioxane (Formula V: R3 =R4 =CH3 ; R5 and R6 together ar... Reactants: C(C)OC(=O)C=1C=NN(C1)C1=NC2=CC=C(C=C2C(N1COCC[Si](C)(C)C)=O)Br (1-[6-bromo-4-oxo-3-(2-trimethylsilanyl-ethoxymethyl)-3,4-dihydro-quinazolin-2-yl]-1H-pyrazole-4-carboxylic acid ethyl ester), C1(CC1)B(O)O (cyclopropylboronic acid), C(=O)([O-])[O-].[K+].[K+] (K2CO3). The reagents and catalysts are [CH-]1C=CC(=C1)P(C2=CC=CC=C2)C3=CC=CC=C3.[CH-]1C=CC(=C1)P(C2=CC=CC=C2)C3=CC=CC=C3.Cl[Pd]Cl.[Fe+2] (dichloro(1,1′-bis(diphenylphosphino)ferrocene)palladium(II)dichloromethane adduct). The solvent is C1CCOC1 (THF). Conditions: temperature 80 celsius. Product: C(C)OC(=O)C=1C=NN(C1)C1=NC2=CC=C(C=C2C(N1COCC[Si](C)(C)C)=O)C1CC1 (1-[6-cyclopropyl-4-oxo-3-(2-trimethylsilanylethoxymethyl)-3,4-dihydro-quinazolin-2-yl]-1H-pyrazole-4-carboxylic acid ethyl ester). Yield: 26.1%. Reaction SMILES: [CH2:1]([O:3][C:4]([C:6]1[CH:7]=[N:8][N:9]([C:11]2[N:20]([CH2:21][O:22][CH2:23][CH2:24][Si:25]([CH3:28])([CH3:27])[CH3:26])[C:19](=[O:29])[C:18]3[C:13](=[CH:14][CH:15]=[C:16](Br)[CH:17]=3)[N:12]=2)[CH:10]=1)=[O:5])[CH3:2].[CH:31]1(B(O)O)[CH2:33][CH2:32]1.C([O-])([O-])=O.[K+].[K+]>[CH-]1C=C(P(C2C=CC=CC=2)C2C=CC=CC=2)C=C1.[CH-]1C=C(P(C2C=CC=CC=2)C2C=CC=CC=2)C=C1.Cl[Pd]Cl.[Fe+2].C1COCC1>[CH2:1]([O:3][C:4]([C:6]1[CH:7]=[N:8][N:9]([C:11]2[N:20]([CH2:21][O:22][CH2:23][CH2:24][Si:25]([CH3:28])([CH3:27])[CH3:26])[C:19](=[O:29])[C:18]3[C:13](=[CH:14][CH:15]=[C:16]([CH:31]4[CH2:33][CH2:32]4)[CH:17]=3)[N:12]=2)[CH:10]=1)=[O:5])[CH3:2] |f:2.3.4,5.6.7.8|. Procedure details: A mixture of 1-[6-bromo-4-oxo-3-(2-trimethylsilanyl-ethoxymethyl)-3,4-dihydro-quinazolin-2-yl]-1H-pyrazole-4-carboxylic acid ethyl ester (0.500 g, 1.01 mmol), cyclopropylboronic acid (0.199 g, 2.32 mmol), dichloro(1,1′-bis(diphenylphosphino)ferrocene)palladium(II)dichloromethane adduct (0.100 g, 0.123 mmol), K2CO3 (0.420 g, 3.04 mmol) and THF (10 mL) were purged for 15 minutes with nitrogen and then heated to 80° C. for 15 h. The mixture was cooled to room temperature and filtered through a pad ...